This data is from the Open Reaction Database (ORD), a public repository of structured organic reaction records. The task is: describe an organic reaction: reactants, conditions, products, and yield Reactants: COC(=O)C1=NC(=C(C=C1)OC)[N+](=O)[O-] (5-methoxy-6-nitro-pyridine-2-carboxylic acid methyl ester), C1(CCCCC1)N (cyclohexylamine). Run in CN(C)C=O (DMF). The product is COC(=O)C1=NC(=C(C=C1)NC1CCCCC1)[N+](=O)[O-] (5-cyclohexylamino-6-nitro-pyridine-2-carboxylic acid methyl ester). The yield is 72.7%. Reaction SMILES: [CH3:1][O:2][C:3]([C:5]1[CH:10]=[CH:9][C:8](OC)=[C:7]([N+:13]([O-:15])=[O:14])[N:6]=1)=[O:4].[CH:16]1([NH2:22])[CH2:21][CH2:20][CH2:19][CH2:18][CH2:17]1>CN(C=O)C>[CH3:1][O:2][C:3]([C:5]1[CH:10]=[CH:9][C:8]([NH:22][CH:16]2[CH2:21][CH2:20][CH2:19][CH2:18][CH2:17]2)=[C:7]([N+:13]([O-:15])=[O:14])[N:6]=1)=[O:4]. Procedure: A solution of 5-methoxy-6-nitro-pyridine-2-carboxylic acid methyl ester (0.585 g, 2.75 mmol) and cyclohexylamine (0.636 mL, 5.51 mmol) in DMF (8 mL) was heated at 70° C. for 20 h. The mixture was poured on brine (50 mL) while mixing vigorously. The solid formed was filtered, washed with water and then dissolved in EtOAc. The solution was washed with water, saturated NaHCO3 and brine, dried over anhydrous MgSO4, filtered and concentrated to give 5-cyclohexylamino-6-nitro-pyridine-2-carboxylic aci... The reactants are C(C1=CC=CC=C1)OC(=O)NCCCCN (4-benzyloxycarbonylamino-1-butylamine), C(CC1=CC=CC=C1)C(C(=O)OCC)=C (ethyl α-(phenethyl)acrylate). The solvent is C(C)O (ethanol). Conditions: time 8 day. Product: C(C1=CC=CC=C1)OC(=O)NCCCCNCC(C(=O)OCC)CCC1=CC=CC=C1 (ethyl 2-(4-benzyloxycarbonylaminobutyl)aminomethyl-4-phenylbutyrate). Reaction SMILES: [CH2:1]([O:8][C:9]([NH:11][CH2:12][CH2:13][CH2:14][CH2:15][NH2:16])=[O:10])[C:2]1[CH:7]=[CH:6][CH:5]=[CH:4][CH:3]=1.[CH2:17]([C:25](=[CH2:31])[C:26]([O:28][CH2:29][CH3:30])=[O:27])[CH2:18][C:19]1[CH:24]=[CH:23][CH:22]=[CH:21][CH:20]=1>C(O)C>[CH2:1]([O:8][C:9]([NH:11][CH2:12][CH2:13][CH2:14][CH2:15][NH:16][CH2:31][CH:25]([CH2:17][CH2:18][C:19]1[CH:20]=[CH:21][CH:22]=[CH:23][CH:24]=1)[C:26]([O:28][CH2:29][CH3:30])=[O:27])=[O:10])[C:2]1[CH:7]=[CH:6][CH:5]=[CH:4][CH:3]=1. Reported procedure: A mixture of 20 g of 4-benzyloxycarbonylamino-1-butylamine, 21.04 g of ethyl α-(phenethyl)acrylate and 200 ml of ethanol was stirred at room temperature for 8 days and evaporated to dryness. The residue was dissolved in ethyl ether and the solution was extracted three times with 100 ml of 2N hydrochloric acid. The aqueous layer was basified with 2N sodium hydroxide and extracted three times with methylene chloride, dried over magnesium sulfate and evaporated to give the ethyl 2-(4-benzyloxycarbo... The reactants are C(CC)(=N)NC1=CC=C(C=C1)CCNC(OC(C)(C)C)=O (tert-butyl 2-[4-(propanimidoylamino)phenyl]ethylcarbamate), BrCC(=O)C1=CC=C(C#N)C=C1 (4-(bromoacetyl)benzonitrile). The product is C(#N)C1=CC=C(C=C1)C=1N=C(N(C1)C1=CC=C(C=C1)CCNC(OC(C)(C)C)=O)CC (tert-butyl 2-{4-[4-(4-cyanophenyl)-2-ethyl-1H-imidazol-1-yl]phenyl}ethylcarbamate). Reaction SMILES: [C:1]([NH:5][C:6]1[CH:11]=[CH:10][C:9]([CH2:12][CH2:13][NH:14][C:15](=[O:21])[O:16][C:17]([CH3:20])([CH3:19])[CH3:18])=[CH:8][CH:7]=1)(=[NH:4])[CH2:2][CH3:3].Br[CH2:23][C:24]([C:26]1[CH:33]=[CH:32][C:29]([C:30]#[N:31])=[CH:28][CH:27]=1)=O>>[C:30]([C:29]1[CH:32]=[CH:33][C:26]([C:24]2[N:4]=[C:1]([CH2:2][CH3:3])[N:5]([C:6]3[CH:11]=[CH:10][C:9]([CH2:12][CH2:13][NH:14][C:15](=[O:21])[O:16][C:17]([CH3:20])([CH3:19])[CH3:18])=[CH:8][CH:7]=3)[CH:23]=2)=[CH:27][CH:28]=1)#[N:31]. Procedure: The title compound was prepared according to the procedure described in step 4 of Example 26 from tert-butyl 2-[4-(propanimidoylamino)phenyl]ethylcarbamate and 4-(bromoacetyl)benzonitrile: MS (ESI) m/z 417 [M+H]+. Starting materials: C1COCCO1, CCO, Cl, CCOC(=O)C(=NOC1CC1)c1csc(N)n1, [Na+], [OH-]. Product: Nc1nc(C(=NOC2CC2)C(=O)O)cs1. As a reaction SMILES: [CH2:21]1[O:22][CH2:23][CH2:24][O:25][CH2:26]1.[CH3:27][CH2:28][OH:29].[ClH:20].[NH2:1][c:2]1[s:3][cH:4][c:5]([C:7]([C:8](=[O:9])[O:10][CH2:11][CH3:12])=[N:13][O:14][CH:15]2[CH2:16][CH2:17]2)[n:6]1.[Na+:19].[OH-:18]>>[NH2:1][c:2]1[s:3][cH:4][c:5]([C:7]([C:8](=[O:9])[OH:10])=[N:13][O:14][CH:15]2[CH2:16][CH2:17]2)[n:6]1. Starting materials: N[C@@H](CC(C)C)C(=O)O (Leu), N[C@@H](CCCCNC(N)=N)C(=O)O (Har). The product is N[C@@H](CC1=CC=C(C=C1)O)C(=O)O (Tyr). As a reaction SMILES: N[C@H:2]([C:7](O)=[O:8])[CH2:3]C(C)C.[NH2:10][C@H:11]([C:20]([OH:22])=[O:21])[CH2:12][CH2:13][CH2:14][CH2:15]NC(=N)N>>[NH2:10][C@H:11]([C:20]([OH:22])=[O:21])[CH2:12][C:13]1[CH:3]=[CH:2][C:7]([OH:8])=[CH:15][CH:14]=1. Procedure details: 0.98 Leu: 1.00 Har: 0.97 Pro: 0.96 The reactants are COC=1C(=CC=2CCCC(C2C1)(C)C)C(C)=O (1-(3-methoxy-5,5-dimethyl-5,6,7,8-tetrahydro-naphthalen-2-yl)-ethanone), B(Br)(Br)Br (boron tribromide). Solvent: ClCCl (dichloromethane). Reaction conditions: time 3 hour. Product: OC=1C(=CC=2CCCC(C2C1)(C)C)C(C)=O (1-(3-Hydroxy-5,5-dimethyl-5,6,7,8-tetrahydro-naphthalen-2-yl)-ethanone). As a reaction SMILES: C[O:2][C:3]1[C:4]([C:15](=[O:17])[CH3:16])=[CH:5][C:6]2[CH2:7][CH2:8][CH2:9][C:10]([CH3:14])([CH3:13])[C:11]=2[CH:12]=1.B(Br)(Br)Br>ClCCl>[OH:2][C:3]1[C:4]([C:15](=[O:17])[CH3:16])=[CH:5][C:6]2[CH2:7][CH2:8][CH2:9][C:10]([CH3:13])([CH3:14])[C:11]=2[CH:12]=1. Reported procedure: To 1-(3-methoxy-5,5-dimethyl-5,6,7,8-tetrahydro-naphthalen-2-yl)-ethanone (Compound A-86, 14.2 g, 61.2 mmol) in dichloromethane (350 mL) at −78° C. was added boron tribromide (1 M in hexane, 80 mL, 80 mmol). After stirring from −78° C. to room temperature over 3 h the reaction mixture was quenched with sodium bicarbonate at −10° C. and extracted with diethyl ether. Combined ethereal layers were washed with water, brine, dried (Na2SO4), filtered and concentrated in vacuo. Recrystallization from d...